Dataset: the Open Reaction Database (ORD), a public repository of structured organic reaction records. Task: describe an organic reaction: reactants, conditions, products, and yield Starting materials: C12=C(C(C(C(C1(C)C)C2)O)C2(C(=C1C(C(C2)C1)(C)C)C)C1C(=C2C(C(C1)C2)(C)C)C)C (Terpinen-4-ol), BrCBr (dibromomethane), C(CCC)[Mg]Cl (butyl magnesium chloride). Run in C(C)OCC (diethyl ether), C(C)OCC (diethyl ether). Run at time 16 hour. The product is C(C)(C)C1(C[C@@H]2C[C@@]2(CC1)C)O ((cis)-3-isopropyl-6-methylbicyclo[4.1.0]heptan-3-ol). Yield: 85.0%. Reaction SMILES: [C:1]12[CH2:9][CH:5]([C:6]1(C)C)[CH:4]([OH:10])[CH:3](C1(C3CC4CC(C4(C)C)=C3C)CC3CC(C3(C)C)=C1C)[C:2]=2[CH3:31].BrCBr.[CH2:35]([Mg]Cl)[CH2:36][CH2:37]C>C(OCC)C>[CH:36]([C:4]1([OH:10])[CH2:5][CH2:9][C@:1]2([CH3:6])[C@@H:2]([CH2:31]2)[CH2:3]1)([CH3:37])[CH3:35]. Reported procedure: Prepared as described in Example 10 from Terpinen-4-ol (2 g, 13 mmol) and dibromomethane (9.15 g, 52 mmol) in diethyl ether by dropwise addition of tent-butyl magnesium chloride 2M in diethyl ether (26 ml, 52 mmol) at 10°-20° C. Work-up after 16 h at 25° C. and bulb-to-bulb distillation gave 2.1 g (85%) of a colorless oil. Odour: Agrestic. 1H-NMR (CDCl3): δ 0.3 (dd, 1H), 0.43 (dd, 1H), 0.6 (dddd, 1H), 0.89 (d, 3H), 0.91 (d, 3H), 1.03 (s, 3H), 1.1-1.2 (m, 2H), 1.2-1.3 (m, 1H), 1.5-1.7 (2 m, 2H), ... Reactants: C(C1=CC=CC=C1)OC(=O)N1CCN(CC1)C(=O)C(C(=O)NCCOC1=CC(=C(C=C1)CC=1C(=NNC1C(C)C)O[C@H]1[C@H](O)[C@@H](O)[C@H](O)[C@H](O1)CO)C)(C)C (4-[(4-{2-[2-{[4-(benzyloxycarbonyl)-piperazin-1-yl]carbonyl}-2-(methyl)propionylamino]ethoxy}-2-methylphenyl)methyl]-3-(β-D-glucopyranosyloxy)-5-isopropyl-1H-pyrazole), O.C1(=CC=C(C=C1)S(=O)(=O)O)C (p-toluenesulfonic acid monohydrate), C(O)([O-])=O.[Na+] (sodium hydrogen carbonate). Solvent: CC(C)O (2-propanol). Reaction conditions: temperature 50 celsius, time 2 day. The product is C(C1=CC=CC=C1)OC(=O)N1CCN(CC1)C(=O)C(C(=O)NCCOC1=CC(=C(C=C1)CC=1C(NNC1C(C)C)=O)C)(C)C (4-[(4-{2-[2-{[4-(Benzyloxycarbonyl)piperazin-1-yl]-carbonyl}-2-(methyl)propionylamino]ethoxy}-2-methylphenyl)-methyl]-1,2-dihydro-5-isopropyl-3H-pyrazol-3-one). Isolated yield 99.2%. As a reaction SMILES: [CH2:1]([O:8][C:9]([N:11]1[CH2:16][CH2:15][N:14]([C:17]([C:19]([CH3:55])([CH3:54])[C:20]([NH:22][CH2:23][CH2:24][O:25][C:26]2[CH:31]=[CH:30][C:29]([CH2:32][C:33]3[C:34]([O:41][C@@H]4O[C@H](CO)[C@@H](O)[C@H](O)[C@H]4O)=[N:35][NH:36][C:37]=3[CH:38]([CH3:40])[CH3:39])=[C:28]([CH3:53])[CH:27]=2)=[O:21])=[O:18])[CH2:13][CH2:12]1)=[O:10])[C:2]1[CH:7]=[CH:6][CH:5]=[CH:4][CH:3]=1.O.C1(C)C=CC(S(O)(=O)=O)=CC=1.C(=O)([O-])O.[Na+]>CC(O)C>[CH2:1]([O:8][C:9]([N:11]1[CH2:12][CH2:13][N:14]([C:17]([C:19]([CH3:55])([CH3:54])[C:20]([NH:22][CH2:23][CH2:24][O:25][C:26]2[CH:31]=[CH:30][C:29]([CH2:32][C:33]3[C:34](=[O:41])[NH:35][NH:36][C:37]=3[CH:38]([CH3:39])[CH3:40])=[C:28]([CH3:53])[CH:27]=2)=[O:21])=[O:18])[CH2:15][CH2:16]1)=[O:10])[C:2]1[CH:7]=[CH:6][CH:5]=[CH:4][CH:3]=1 |f:1.2,3.4|. Procedure: A mixture of 4-[(4-{2-[2-{[4-(benzyloxycarbonyl)-piperazin-1-yl]carbonyl}-2-(methyl)propionylamino]ethoxy}-2-methylphenyl)methyl]-3-(β-D-glucopyranosyloxy)-5-isopropyl-1H-pyrazole (0.23 g), p-toluenesulfonic acid monohydrate (0.41 g) and 2-propanol (10 mL) was stirred at 50° C. for 2 days. The reaction mixture was poured into a saturated aqueous sodium hydrogen carbonate solution, and the resulting mixture was extracted with ethyl acetate. The extract was washed with water and brine, and dried o... The reactants are C=CCBr, C=CCN1CCCCCC1, CCOCC. The product is [Br-], C=CC[N+]1(CC=C)CCCCCC1. As a reaction SMILES: [CH2:11]([CH:12]=[CH2:13])[Br:14].[CH2:1]([CH:2]=[CH2:3])[N:4]1[CH2:5][CH2:6][CH2:7][CH2:8][CH2:9][CH2:10]1.[CH3:15][CH2:16][O:17][CH2:18][CH3:19]>>[Br-:14].[CH2:1]([CH:2]=[CH2:3])[N+:4]1([CH2:13][CH:12]=[CH2:11])[CH2:5][CH2:6][CH2:7][CH2:8][CH2:9][CH2:10]1. Starting materials: S1CC12CCN(CC2)C2=C(C=C(C=C2)N2C(O[C@H](C2)CNC(C)=O)=O)F ((S)—N-{3-[4-(1-thia-6-aza-spiro[2.5]oct-6-yl)-3-fluorophenyl]-2-oxo-oxazolidin-5-ylmethyl}-acetamide), I(=O)(=O)(=O)[O-].[Na+] (sodium periodate), O.CO (methanol water). Yields the product S(=O)=C1CC12CCN(CC2)C2=C(C=C(C=C2)N2C(O[C@H](C2)CNC(C)=O)=O)F ((S)—N-{3-[4-(1-sulfinyl-6-aza-spiro[2.5]oct-6-yl)-3-fluorophenyl]-2-oxo-oxazolidin-5-ylmethyl}-acetamide). Isolated yield 57.0%. RXN SMILES: [S:1]1[C:3]2([CH2:8][CH2:7][N:6]([C:9]3[CH:14]=[CH:13][C:12]([N:15]4[CH2:19][C@H:18]([CH2:20][NH:21][C:22](=[O:24])[CH3:23])[O:17][C:16]4=[O:25])=[CH:11][C:10]=3[F:26])[CH2:5][CH2:4]2)[CH2:2]1.I([O-])(=O)(=O)=O.[Na+].[OH2:33].[CH3:34]O>>[S:1](=[C:2]1[C:3]2([CH2:8][CH2:7][N:6]([C:9]3[CH:14]=[CH:13][C:12]([N:15]4[CH2:19][C@H:18]([CH2:20][NH:21][C:22](=[O:24])[CH3:23])[O:17][C:16]4=[O:25])=[CH:11][C:10]=3[F:26])[CH2:5][CH2:4]2)[CH2:34]1)=[O:33] |f:1.2,3.4|. Reported procedure: The title compound was prepared by reacting (S)—N-{3-[4-(1-thia-6-aza-spiro[2.5]oct-6-yl)-3-fluorophenyl]-2-oxo-oxazolidin-5-ylmethyl}-acetamide (0.4 mmol) and sodium periodate (mmol) in methanol water mixture (10 ml) at a temperature 25-30° C. for 14 hours in 57% yield. Starting materials: ClCCl, COc1ccc(C2CC(=O)N(c3cccc(N)c3)C2)cc1OC1CCCC1, O=C=Nc1ccccc1. The product is COc1ccc(C2CC(=O)N(c3cccc(NC(=O)Nc4ccccc4)c3)C2)cc1OC1CCCC1. Reaction SMILES: [Cl:37][CH2:38][Cl:39].[NH2:1][c:2]1[cH:3][c:4]([N:8]2[C:9](=[O:27])[CH2:10][CH:11]([c:13]3[cH:14][c:15]([O:21][CH:22]4[CH2:23][CH2:24][CH2:25][CH2:26]4)[c:16]([O:19][CH3:20])[cH:17][cH:18]3)[CH2:12]2)[cH:5][cH:6][cH:7]1.[c:28]1([N:34]=[C:35]=[O:36])[cH:29][cH:30][cH:31][cH:32][cH:33]1>>[NH:1]([c:2]1[cH:3][c:4]([N:8]2[C:9](=[O:27])[CH2:10][CH:11]([c:13]3[cH:14][c:15]([O:21][CH:22]4[CH2:23][CH2:24][CH2:25][CH2:26]4)[c:16]([O:19][CH3:20])[cH:17][cH:18]3)[CH2:12]2)[cH:5][cH:6][cH:7]1)[C:35]([NH:34][c:28]1[cH:29][cH:30][cH:31][cH:32][cH:33]1)=[O:36].